describe an organic reaction: reactants, conditions, products, and yield From a dataset of the Open Reaction Database (ORD), a public repository of structured organic reaction records. Reactants: BrB(Br)Br, ClCCl, COc1ccc(C(CC2CCCC2)C(=O)Nc2nccs2)cc1F. The product is O=C(Nc1nccs1)C(CC1CCCC1)c1ccc(O)c(F)c1. As a reaction SMILES: [B:25]([Br:26])([Br:27])[Br:28].[CH2:29]([Cl:30])[Cl:31].[CH:1]1([CH2:6][CH:7]([C:8](=[O:9])[NH:10][c:11]2[s:12][cH:13][cH:14][n:15]2)[c:16]2[cH:17][c:18]([F:24])[c:19]([O:22][CH3:23])[cH:20][cH:21]2)[CH2:2][CH2:3][CH2:4][CH2:5]1>>[CH:1]1([CH2:6][CH:7]([C:8](=[O:9])[NH:10][c:11]2[s:12][cH:13][cH:14][n:15]2)[c:16]2[cH:17][c:18]([F:24])[c:19]([OH:22])[cH:20][cH:21]2)[CH2:2][CH2:3][CH2:4][CH2:5]1. Reactants: OCCCC=1C=CC=C2C=CC=C(C12)OCOC (8-(3-hydroxypropyl)-1-methoxymethoxy naphthalene), [H-].[Na+] (sodium hydride), O (water), CI (methyl iodide). Run in CN(C=O)C (N,N-dimethyl formamide). Reaction conditions: time 2 hour. The product is COCOC1=CC=CC2=CC=CC(=C12)CCCOC (1-methoxymethoxy-8-(3-methoxypropyl)naphthalene). Reaction SMILES: [OH:1][CH2:2][CH2:3][CH2:4][C:5]1[CH:6]=[CH:7][CH:8]=[C:9]2[C:14]=1[C:13]([O:15][CH2:16][O:17][CH3:18])=[CH:12][CH:11]=[CH:10]2.[H-].[Na+].[CH3:21]I.O>CN(C)C=O>[CH3:18][O:17][CH2:16][O:15][C:13]1[C:14]2[C:9](=[CH:8][CH:7]=[CH:6][C:5]=2[CH2:4][CH2:3][CH2:2][O:1][CH3:21])[CH:10]=[CH:11][CH:12]=1 |f:1.2|. Procedure details: 5.1 g of 8-(3-hydroxypropyl)-1-methoxymethoxy naphthalene was dissolved in 40 ml of N,N-dimethyl formamide, to which 1.4 g of 55% sodium hydride was added under ice cooling. Then, 1.93 ml of methyl iodide was added and stirred at a room temperature for 2 hours. After adding water to the reaction solution and extracting with ethyl acetate, the organic layer was washed with water and then with a saturated aqueous solution of sodium chloride successively and then dried over magnesium sulfate. After... The reactants are C1(CCC1)COC1=CC=CC2=C1C(=NO2)OCC2CCNCC2 (4-(Cyclobutylmethoxy)-3-(Piperidin-4-ylmethoxy)-1,2-benzisoxazole), C(=O)C1(CCOCC1)C(=O)OC (Methyl 4-formyltetrahydro-2H-pyran-4-carboxylate), C(=O)C1(CCC1)C(=O)OC (methyl 1-formylcyclobutanecarboxylate). The product is C1(CCC1)COC1=CC=CC2=C1C(=NO2)OCC2CCN(CC2)CC2(CCOCC2)C(=O)OC (Methyl 4-{[4-({[4-(cyclobutylmethoxy)-1,2-benzisoxazol-3-yl]oxy}methyl)piperidin-1-yl]-methyl}tetrahydro-2H-pyran-4-carboxylate). Reaction SMILES: [CH:1]1([CH2:5][O:6][C:7]2[C:12]3[C:13]([O:16][CH2:17][CH:18]4[CH2:23][CH2:22][NH:21][CH2:20][CH2:19]4)=[N:14][O:15][C:11]=3[CH:10]=[CH:9][CH:8]=2)[CH2:4][CH2:3][CH2:2]1.[CH:24]([C:26]1([C:32]([O:34][CH3:35])=[O:33])[CH2:31][CH2:30][O:29][CH2:28][CH2:27]1)=O.C(C1(C(OC)=O)CCC1)=O>>[CH:1]1([CH2:5][O:6][C:7]2[C:12]3[C:13]([O:16][CH2:17][CH:18]4[CH2:19][CH2:20][N:21]([CH2:24][C:26]5([C:32]([O:34][CH3:35])=[O:33])[CH2:31][CH2:30][O:29][CH2:28][CH2:27]5)[CH2:22][CH2:23]4)=[N:14][O:15][C:11]=3[CH:10]=[CH:9][CH:8]=2)[CH2:2][CH2:3][CH2:4]1. Procedure details: The title compound was prepared according to the procedure described in Step 3 of EXAMPLE 2 using 4-(cyclobutylmethoxy)-3-(piperidin-4-ylmethoxy)-1,2-benzisoxazole (EXAMPLE 17, Step 4) and methyl 4-formyltetrahydro-2H-pyran-4-carboxylate (EXAMPLE 18, Step 1) instead of 3-(piperidin-4-ylmethoxy)-4-(2,2,2-trifluoroethoxy)-1,2-benzisoxazole and methyl 1-formylcyclobutanecarboxylate. Starting materials: NC1=C(C=CC=C1F)O (2-amino-3-fluorophenol), CCOC(=S)[S-].[K+] (potassium ethylxanthogenate). The solvent is CO (methanol). Reaction conditions: temperature 70 celsius. Product: FC1=CC=CC2=C1N=C(O2)S (4-Fluoro-benzooxazole-2-thiol). Yield: 42.7%. As a reaction SMILES: [NH2:1][C:2]1[C:7]([F:8])=[CH:6][CH:5]=[CH:4][C:3]=1[OH:9].CCO[C:13]([S-])=[S:14].[K+]>CO>[F:8][C:7]1[C:2]2[N:1]=[C:13]([SH:14])[O:9][C:3]=2[CH:4]=[CH:5][CH:6]=1 |f:1.2|. Reported procedure: A mixture of 1 g (7.867 mmol) 2-amino-3-fluorophenol and 1.42 g (8.654 mmol) potassium ethylxanthogenate in 28 mL methanol was heated in a 70° C. oil bath for 3 h. The solvent was removed in vacuo. The residue was dissolved in 50 mL water. The aqueous layer was acidified with HCl 2N. The solid was filtered, washed with water and dried to provide 568 mg (42.7%) of the title compound as a light grey solid. MS(m/e): 168.0 (M−H+). Reactants: N(=O)[O-].[Na+] (Sodium nitrite), Cl (hydrochloric acid), Cuprous chloride, [OH-].[Na+] (sodium hydroxide), N12CCCC2(CCC1)CN(C1=CC=C(C2=CC=CC=C12)N)C (N-(1-azabicyclo[3.3.0]octan-5-yl)methyl-N-methyl-1,4-diaminonaphthalene), S(O)(O)(=O)=O (sulfuric acid). The solvent is O (water), O (water), O (water). Run at time 15 minute. Product: N12CCCC2(CCC1)CN(C)C1=CC=C(C2=CC=CC=C12)Cl (1-[N-(1-Azabicyclo[3.3.0]octan-5-yl)methyl-N-methylamino]-4-chloronaphthalene). Yield: 14.1%. Reaction SMILES: [N:1]12[CH2:8][CH2:7][CH2:6][C:5]1([CH2:9][N:10]([CH3:22])[C:11]1[C:20]3[C:15](=[CH:16][CH:17]=[CH:18][CH:19]=3)[C:14](N)=[CH:13][CH:12]=1)[CH2:4][CH2:3][CH2:2]2.S(=O)(=O)(O)O.N([O-])=O.[Na+].[OH-].[Na+].[ClH:34]>O>[N:1]12[CH2:8][CH2:7][CH2:6][C:5]1([CH2:9][N:10]([C:11]1[C:20]3[C:15](=[CH:16][CH:17]=[CH:18][CH:19]=3)[C:14]([Cl:34])=[CH:13][CH:12]=1)[CH3:22])[CH2:4][CH2:3][CH2:2]2 |f:2.3,4.5|. Procedure: To 6.31 g (21.4 mmol) of N-(1-azabicyclo[3.3.0]octan-5-yl)methyl-N-methyl-1,4-diaminonaphthalene, water (27.5 ml) and concentrated sulfuric acid (55 ml) were added to dissolve the compound therein. Sodium nitrite (1.40 g, 20.3 mmol) in water (8 ml) was added dropwise to the solution at a temperature of -5+ C. and then stirred for 15 minutes. Cuprous chloride (8.50 g, 85.9 mmol) suspended in concentric hydrochloric acid (18 ml) was added dropwise into the solution which was kept at 85° C. under s... The reactants are CC1C=NC(CC=CCCC=CC1)C1=CC=CC=C1 (3-methyl-12-phenyl-1-aza-1,5,9-cyclododecatriene), Cl (hydrochloric acid), solid, [OH-].[Na+] (sodium hydroxide), Cl.NO (hydroxylamine hydrochloride). Product: CC(C=NO)CC=CCCC=CCC(N)C1=CC=CC=C1 (2-methyl-11-phenyl-11-amino-undeca-4,8-dienal oxime). Yield: 100.0%. Reaction SMILES: [CH3:1][CH:2]1[CH2:13][CH:12]=[CH:11][CH2:10][CH2:9][CH:8]=[CH:7][CH2:6][CH:5]([C:14]2[CH:19]=[CH:18][CH:17]=[CH:16][CH:15]=2)[N:4]=[CH:3]1.Cl.Cl.[NH2:22][OH:23].[OH-].[Na+]>>[CH3:1][CH:2]([CH2:13][CH:12]=[CH:11][CH2:10][CH2:9][CH:8]=[CH:7][CH2:6][CH:5]([C:14]1[CH:19]=[CH:18][CH:17]=[CH:16][CH:15]=1)[NH2:4])[CH:3]=[N:22][OH:23] |f:2.3,4.5|. Reported procedure: 502 g (1.98 mols) of 3-methyl-12-phenyl-1-aza-1,5,9-cyclododecatriene are added dropwise in the course of 1.5 hours to 220 g of 37% hydrochloric acid at a rate such that the temperature does not rise above 80° C. The mixture is then cooled to room temperature (20°-25° C.) and 140 g (2.02 mols) of hydroxylamine hydrochloride are added. About 185 g (4.6 mols) of solid sodium hydroxide are added in the course of one hour, the mixture being cooled with a waterbath, until the pH of the aqueous soluti...